This data is from the Open Reaction Database (ORD), a public repository of structured organic reaction records. The task is: describe an organic reaction: reactants, conditions, products, and yield The reactants are O=C([O-])[O-], CC(=O)CC(C)=O, CC(=O)[O-], CCO, [K+], Nc1ccc(N2CCCCC2)cc1, O=N[O-], [Na+], [Na+], [Na+], O=[N+]([O-])O, O=P(O)(O)O. Yields the product CC(=O)C(=NNc1ccc(N2CCCCC2)cc1)C(C)=O. Reaction SMILES: [C:39](=[O:40])([O-:41])[O-:42].[CH3:27][C:28]([CH2:29][C:30]([CH3:31])=[O:32])=[O:33].[CH3:35][C:36](=[O:37])[O-:38].[CH3:45][CH2:46][OH:47].[K+:34].[N:1]1([c:7]2[cH:8][cH:9][c:10]([NH2:11])[cH:12][cH:13]2)[CH2:2][CH2:3][CH2:4][CH2:5][CH2:6]1.[N:23]([O-:24])=[O:25].[Na+:26].[Na+:43].[Na+:44].[OH:19][N+:20](=[O:21])[O-:22].[P:14](=[O:15])([OH:16])([OH:17])[OH:18]>>[N:1]1([c:7]2[cH:8][cH:9][c:10]([NH:11][N:23]=[C:29]([C:28]([CH3:27])=[O:33])[C:30]([CH3:31])=[O:32])[cH:12][cH:13]2)[CH2:2][CH2:3][CH2:4][CH2:5][CH2:6]1. Reactants: NN1C(=CC=C1)C(=O)NC1=CC=CC=C1 (1-amino-N-phenyl-1H-pyrrole-2-carboxamide), C(C)(C)(C)OC(=O)NC1(CC1)C(=O)O (1-(tert-butoxycarbonylamino)cyclopropanecarboxylic acid), 73a. The product is C1(=CC=CC=C1)NC(=O)C=1N(C=CC1)NC(=O)C1(CC1)NC(OC(C)(C)C)=O (tert-Butyl 1-(2-(phenylcarbamoyl)-1H-pyrrol-1-ylcarbamoyl)cyclopropylcarbamate). Isolated yield 95.4%. As a reaction SMILES: [NH2:1][N:2]1[CH:6]=[CH:5][CH:4]=[C:3]1[C:7]([NH:9][C:10]1[CH:15]=[CH:14][CH:13]=[CH:12][CH:11]=1)=[O:8].[C:16]([O:20][C:21]([NH:23][C:24]1([C:27](O)=[O:28])[CH2:26][CH2:25]1)=[O:22])([CH3:19])([CH3:18])[CH3:17]>>[C:10]1([NH:9][C:7]([C:3]2[N:2]([NH:1][C:27]([C:24]3([NH:23][C:21](=[O:22])[O:20][C:16]([CH3:18])([CH3:17])[CH3:19])[CH2:26][CH2:25]3)=[O:28])[CH:6]=[CH:5][CH:4]=2)=[O:8])[CH:15]=[CH:14][CH:13]=[CH:12][CH:11]=1. Procedure: The title compound was prepared from 1-amino-N-phenyl-1H-pyrrole-2-carboxamide (0.30 g, 1.5 mmol) and 1-(tert-butoxycarbonylamino)cyclopropanecarboxylic acid (0.30 g, 1.5 mmol) following the experimental procedure described in Preparation 73a. 0.55 g (91% yield) of the desired compound were obtained. Starting materials: CC=1N(C=CN1)C=1C=C(C=C(C1)C(F)(F)F)NC(OC(C)(C)C)=O ([3-(2-methyl-1H-imidazol-1-yl)-5-(trifluoromethyl)phenyl]-carbamic acid, 1,1-dimethylethyl ester), N1(CCOCC1)C=1C=C(C=C(C1)C(F)(F)F)NC(OC(C)(C)C)=O ([3-(4-morpholinyl)-5-(trifluoromethyl)phenyl]-carbamic acid, 1,1-dimethylethyl ester). Product: CC=1N(C=CN1)C=1C=C(C=C(C1)N)C(F)(F)F (5-(2-Methyl-1H-imidazol-1-yl)-3-(trifluoromethyl)-benzenamine). Reaction SMILES: [CH3:1][C:2]1[N:3]([C:7]2[CH:8]=[C:9]([NH:17]C(=O)OC(C)(C)C)[CH:10]=[C:11]([C:13]([F:16])([F:15])[F:14])[CH:12]=2)[CH:4]=[CH:5][N:6]=1.N1(C2C=C(NC(=O)OC(C)(C)C)C=C(C(F)(F)F)C=2)CCOCC1>>[CH3:1][C:2]1[N:3]([C:7]2[CH:12]=[C:11]([C:13]([F:16])([F:14])[F:15])[CH:10]=[C:9]([NH2:17])[CH:8]=2)[CH:4]=[CH:5][N:6]=1. Reported procedure: Utilising the procedure described in Example 90c but employing [3-(2-methyl-1H-imidazol-1-yl)-5-(trifluoromethyl)phenyl]-carbamic acid, 1,1-dimethylethyl ester (Example 91c) in lieu of [3-(4-morpholinyl)-5-(trifluoromethyl)phenyl]-carbamic acid, 1,1-dimethylethyl ester, afforded the title compound as a yellow crystalline solid, m.p. 130–133° C. Starting materials: C(C)(C)(C)OC(=O)N1C(CCC1)C(NC1=CC=C(C=C1)C1=C(C=CC=C1)SC)=O (2-(2′-Methylsulfanyl-biphenyl-4-ylcarbamoyl)-pyrrolidine-1-carboxylic acid tert-butyl ester), C(C)#N (acetonitrile), OOS(=O)[O-].[K+] (oxone). The product is C(C)(C)(C)OC(=O)N1C(CCC1)C(NC1=CC=C(C=C1)C1=C(C=CC=C1)S(=O)(=O)C)=O (2-(2′-Methanesulfonyl-biphenyl-4-ylcarbamoyl)-pyrrolidine-1-carboxylic acid tert-butyl ester). As a reaction SMILES: [C:1]([O:5][C:6]([N:8]1[CH2:12][CH2:11][CH2:10][CH:9]1[C:13](=[O:29])[NH:14][C:15]1[CH:20]=[CH:19][C:18]([C:21]2[CH:26]=[CH:25][CH:24]=[CH:23][C:22]=2SC)=[CH:17][CH:16]=1)=[O:7])([CH3:4])([CH3:3])[CH3:2].O[O:31][S:32]([O-:34])=O.[K+].[C:36](#N)C>>[C:1]([O:5][C:6]([N:8]1[CH2:12][CH2:11][CH2:10][CH:9]1[C:13](=[O:29])[NH:14][C:15]1[CH:16]=[CH:17][C:18]([C:21]2[CH:22]=[CH:23][CH:24]=[CH:25][C:26]=2[S:32]([CH3:36])(=[O:34])=[O:31])=[CH:19][CH:20]=1)=[O:7])([CH3:4])([CH3:2])[CH3:3] |f:1.2|. Procedure: 2-(2′-Methylsulfanyl-biphenyl-4-ylcarbamoyl)-pyrrolidine-1-carboxylic acid tert-butyl ester (1.0 g, 2.4 mmol) was dissolved in 10 mL acetonitrile, added oxone (2.98 g, 4.8 mmol) in one portion and stirred at ambient temperature for 1 week and then concentrated. Redissolved in 100 mL EtOAc and 100 mL sat. NaHCO3, separated layers, washed organics with brine, dried with MgSO4, filtered and concentrated. Purified on a silica gel column eluted with 20% moving to 40% EtOAc in hexanes. Combined and co...